From a dataset of the Open Reaction Database (ORD), a public repository of structured organic reaction records. describe an organic reaction: reactants, conditions, products, and yield Reaction SMILES: [Br:26][CH2:27][C:28](=[O:29])[O:30][C:31]([CH3:32])([CH3:33])[CH3:34].[CH2:35]1[O:36][CH2:37][CH2:38][CH2:39]1.[CH3:1][CH2:2][CH2:3][CH2:4][Li:5].[CH:6]([NH:7][CH:8]([CH3:9])[CH3:10])([CH3:11])[CH3:12].[Cl:13][c:14]1[cH:15][cH:16][c:17]([CH2:20][CH2:21][C:22](=[O:23])[O:24][CH3:25])[cH:18][cH:19]1>>[Cl:13][c:14]1[cH:15][cH:16][c:17]([CH2:20][CH:21]([C:22](=[O:23])[O:24][CH3:25])[CH2:27][C:28](=[O:29])[O:30][C:31]([CH3:32])([CH3:33])[CH3:34])[cH:18][cH:19]1. The product is COC(=O)C(CC(=O)OC(C)(C)C)Cc1ccc(Cl)cc1. Reactants: CC(C)(C)OC(=O)CBr, C1CCOC1, [Li]CCCC, CC(C)NC(C)C, COC(=O)CCc1ccc(Cl)cc1. Starting materials: C(=O)(OC(C)(C)C)N1CCNCCC1 (1-Boc-hexahydro-1,4-diazepine), BrC=1C=C(C=CC1)[N+](=O)[O-] (3-bromonitrobenzene), C([O-])([O-])=O.[Cs+].[Cs+] (cesium carbonate), bis[di-tert-butyl(4-dimethylaminophenyl)phosphine]dichloropalladium(II), O (water). The solvent is O1CCOCC1 (1,4-dioxane), C(C)(=O)OCC (ethyl acetate). Reaction conditions: temperature 80 celsius, time 2 hour. Product: [N+](=O)([O-])C=1C=C(C=CC1)N1CCN(CCC1)C(=O)OC(C)(C)C (tert-butyl 4-(3-nitrophenyl)-1,4-diazepane-1-carboxylate). Isolated yield 7.5%. As a reaction SMILES: [C:1]([N:8]1[CH2:14][CH2:13][CH2:12][NH:11][CH2:10][CH2:9]1)([O:3][C:4]([CH3:7])([CH3:6])[CH3:5])=[O:2].Br[C:16]1[CH:17]=[C:18]([N+:22]([O-:24])=[O:23])[CH:19]=[CH:20][CH:21]=1.C(=O)([O-])[O-].[Cs+].[Cs+].O>O1CCOCC1.C(OCC)(=O)C>[N+:22]([C:18]1[CH:17]=[C:16]([N:11]2[CH2:12][CH2:13][CH2:14][N:8]([C:1]([O:3][C:4]([CH3:7])([CH3:6])[CH3:5])=[O:2])[CH2:9][CH2:10]2)[CH:21]=[CH:20][CH:19]=1)([O-:24])=[O:23] |f:2.3.4|. Procedure details: To a solution of 1-Boc-hexahydro-1,4-diazepine (150 mg), 3-bromonitrobenzene (125 mg) and cesium carbonate (507 mg) in 1,4-dioxane (3 mL), bis[di-tert-butyl(4-dimethylaminophenyl)phosphine]dichloropalladium(II) (26 mg) was added at room temperature, and the mixture was stirred at 80° C. for 2 hours. The reaction mixture was cooled to room temperature, and then water and ethyl acetate were added to the mixture. The organic layer was separated, washed with saturated aqueous sodium chloride, and th... Reactants: COC(=O)C(C)N(c1c(Cc2c(F)cccc2F)cccc1OC)S(=O)(=O)c1ccc(OC)c(OC)c1, [Li+], C1COCCO1, [OH-], O, O. Yields the product COc1ccc(S(=O)(=O)N(c2c(Cc3c(F)cccc3F)cccc2OC)C(C)C(=O)O)cc1OC. RXN SMILES: [F:1][c:2]1[c:3]([CH2:4][c:5]2[c:6]([N:13]([CH:14]([CH3:15])[C:16](=[O:17])[O:18][CH3:19])[S:20](=[O:21])(=[O:22])[c:23]3[cH:24][c:25]([O:31][CH3:32])[c:26]([O:29][CH3:30])[cH:27][cH:28]3)[c:7]([O:11][CH3:12])[cH:8][cH:9][cH:10]2)[c:33]([F:37])[cH:34][cH:35][cH:36]1.[Li+:40].[O:42]1[CH2:43][CH2:44][O:45][CH2:46][CH2:47]1.[OH-:39].[OH2:38].[OH2:41]>>[F:1][c:2]1[c:3]([CH2:4][c:5]2[c:6]([N:13]([CH:14]([CH3:15])[C:16](=[O:17])[OH:18])[S:20](=[O:21])(=[O:22])[c:23]3[cH:24][c:25]([O:31][CH3:32])[c:26]([O:29][CH3:30])[cH:27][cH:28]3)[c:7]([O:11][CH3:12])[cH:8][cH:9][cH:10]2)[c:33]([F:37])[cH:34][cH:35][cH:36]1. The reactants are O=C1CCN(CC1)C(=O)OC(C)(C)C (tert-butyl 4-oxopiperidine-1-carboxylate), CN1C(N([C@@H]2[C@@H]1CCCC2)C2CCNCC2)=O ((3aS,7aS)-1-methyl-3-piperidin-4-yloctahydro-2H-benzimidazol-2-one), C(#N)[BH3-].[Na+] (sodium cyanoborohydride). Reagents/catalysts: [Cl-].[Cl-].[Zn+2] (ZnCl2). The solvent is CO (MeOH), CO (MeOH). Run at time 8 hour. Product: CN1C(N([C@@H]2[C@@H]1CCCC2)C2CCN(CC2)C2CCN(CC2)C(=O)OC(C)(C)C)=O (tert-butyl 4-[(3aS,7aS)-3-methyl-2-oxooctahydro-1H-benzimidazol-1-yl]-1,4′-bipiperidine-1′-carboxylate). Yield: 80.1%. As a reaction SMILES: [CH3:1][N:2]1[C@H:6]2[CH2:7][CH2:8][CH2:9][CH2:10][C@@H:5]2[N:4]([CH:11]2[CH2:16][CH2:15][NH:14][CH2:13][CH2:12]2)[C:3]1=[O:17].O=[C:19]1[CH2:24][CH2:23][N:22]([C:25]([O:27][C:28]([CH3:31])([CH3:30])[CH3:29])=[O:26])[CH2:21][CH2:20]1.C([BH3-])#N.[Na+]>CO.[Cl-].[Cl-].[Zn+2]>[CH3:1][N:2]1[C@H:6]2[CH2:7][CH2:8][CH2:9][CH2:10][C@@H:5]2[N:4]([CH:11]2[CH2:16][CH2:15][N:14]([CH:19]3[CH2:24][CH2:23][N:22]([C:25]([O:27][C:28]([CH3:31])([CH3:30])[CH3:29])=[O:26])[CH2:21][CH2:20]3)[CH2:13][CH2:12]2)[C:3]1=[O:17] |f:2.3,5.6.7|. Procedure: (3aS,7aS)-1-methyl-3-piperidin-4-yloctahydro-2H-benzimidazol-2-one (1.13 g, 4.75 mmol) was dissolved in MeOH (10 mL) and tert-butyl 4-oxopiperidine-1-carboxylate (1 g, 5.02 mmol) was then added. A solution containing sodium cyanoborohydride (0.49 g, 7.10 mmol) and ZnCl2 (0.38 g, 2.79 mmol) in MeOH (2 mL) was added and the mixture and stirred at room temperature overnight. The solvent was then removed under reduced pressure and the residue was dissolved in dichloromethane (150 mL). Organic layer ... Reactants: CCN1CCC(N)CC1, CCOC(=O)Cn1nc(O)c(-c2ccccc2)c1-c1ccccc1. The product is CCN1CCC(NC(=O)Cn2nc(O)c(-c3ccccc3)c2-c2ccccc2)CC1. As a reaction SMILES: [CH2:25]([CH3:26])[N:27]1[CH2:28][CH2:29][CH:30]([NH2:33])[CH2:31][CH2:32]1.[OH:1][c:2]1[n:3][n:4]([CH2:19][C:20]([O:22][CH2:21][CH3:23])=[O:24])[c:5](-[c:13]2[cH:14][cH:15][cH:16][cH:17][cH:18]2)[c:6]1-[c:7]1[cH:8][cH:9][cH:10][cH:11][cH:12]1>>[OH:1][c:2]1[n:3][n:4]([CH2:19][C:20](=[O:22])[NH:33][CH:30]2[CH2:29][CH2:28][N:27]([CH2:25][CH3:26])[CH2:32][CH2:31]2)[c:5](-[c:13]2[cH:14][cH:15][cH:16][cH:17][cH:18]2)[c:6]1-[c:7]1[cH:8][cH:9][cH:10][cH:11][cH:12]1. Run at time 35 minute. Starting materials: NCCCNC(C)=O (N-(3-aminopropyl)acetamide), [OH-].[Na+] (sodium hydroxide), CI (methyl iodide), C(C)(=O)NCCCNC([S-])=S.[Na+] (sodium N-(3-acetamidopropyl)dithiocarbamate). Product: C(C)(=O)NCCCNC(SC)=S (methyl N-(3-acetamidopropyl)dithiocarbamate). Reaction SMILES: N[CH2:2]CCNC(=O)C.[OH-].[Na+].[C:11]([NH:14][CH2:15][CH2:16][CH2:17][NH:18][C:19](=[S:21])[S-:20])(=[O:13])[CH3:12].[Na+].CI>O1CCOCC1.O.C(=S)=S>[C:11]([NH:14][CH2:15][CH2:16][CH2:17][NH:18][C:19](=[S:20])[S:21][CH3:2])(=[O:13])[CH3:12] |f:1.2,3.4|. Reported procedure: A solution of N-(3-aminopropyl)acetamide (146 g) in dioxane (710 ml) was added to a solution of 97% sodium hydroxide (52 g) in water (620 ml) and then carbon disulfide (96 g) was added dropwise thereto over 35 minutes at -1° to 3° C. The mixture was stirred for 1 hour at 0° to 2° C. To the mixture containing sodium N-(3-acetamidopropyl)dithiocarbamate was added dropwise methyl iodide (179 g) over 35 minutes at 0° to 5° C. and then the resulting mixture was stirred for 3 hours at the same tempera... The solvent is O1CCOCC1 (dioxane), O (water), C(=S)=S (carbon disulfide). Reactants: Cl.NO (hydroxylamine hydrochloride), C(=O)(OCC1C2=CC=CC=C2C2=CC=CC=C12)Cl (FmocCl). Solvent: O (water), C(Cl)Cl (CH2Cl2), C(Cl)Cl (CH2Cl2). Conditions: temperature 20 celsius, time 10 minute. Yields the product ONC(OCC1C2=CC=CC=C2C=2C=CC=CC12)=O ((9H-fluoren-9-yl)methyl hydroxycarbamate). Isolated yield 72.5%. RXN SMILES: Cl.[NH2:2][OH:3].[C:4](Cl)([O:6][CH2:7][CH:8]1[C:20]2[C:15](=[CH:16][CH:17]=[CH:18][CH:19]=2)[C:14]2[C:9]1=[CH:10][CH:11]=[CH:12][CH:13]=2)=[O:5]>C(Cl)Cl.O>[OH:3][NH:2][C:4](=[O:5])[O:6][CH2:7][CH:8]1[C:20]2[CH:19]=[CH:18][CH:17]=[CH:16][C:15]=2[C:14]2[C:9]1=[CH:10][CH:11]=[CH:12][CH:13]=2 |f:0.1|. Procedure details: hydroxylamine hydrochloride (6.0 g, 86 mmol) in CH2Cl2 (250 mL) and water (100 mL) at 0° C. After 10 mins, solid FmocCl (21 g, 81 mmol) is added portionwise with vigorous stirring. After 1 h a white precipitate forms and more CH2Cl2 (100 mL) is added. The solution is allowed to warm to 20° C. and left to stir for 3 d. The white solid that remains is filtered away, re-dissolved in ethyl acetate (300 mL), washed with brine and dried over MgSO4 to yield (9H-fluoren-9-yl)methyl hydroxycarbamate (Mel...